From a dataset of the Open Reaction Database (ORD), a public repository of structured organic reaction records. describe an organic reaction: reactants, conditions, products, and yield The reactants are C(C)(C)(C)OC(=O)N1[C@@H](CC(C1)=NOC)C(=O)O ((2S,4EZ)-1-(tert-butoxycarbonyl)-4-(methoxyimino)-2-pyrrolidinecarboxylic acid), C1(=CC=C(C=C1)C(=O)Cl)C1=CC=CC=C1 ([1,1′-biphenyl]-4-carbonyl chloride), C(C)O (ethanol). Yields the product C1(=CC=C(C=C1)C(=O)N1[C@@H](CC(C1)=NOC)C(=O)OCC)C1=CC=CC=C1 (Ethyl (2S,4EZ)-1-([1,1′-biphenyl]-4-ylcarbonyl)-4-(methoxyimino)-2-pyrrolidinecarboxylate). RXN SMILES: C(O[C:6]([N:8]1[CH2:12][C:11](=[N:13][O:14][CH3:15])[CH2:10][C@H:9]1[C:16]([OH:18])=[O:17])=[O:7])(C)(C)C.[C:19]1([C:28]2[CH:33]=[CH:32][CH:31]=[CH:30][CH:29]=2)[CH:24]=[CH:23][C:22](C(Cl)=O)=[CH:21][CH:20]=1.[CH2:34](O)[CH3:35]>>[C:28]1([C:19]2[CH:20]=[CH:21][CH:22]=[CH:23][CH:24]=2)[CH:29]=[CH:30][C:31]([C:6]([N:8]2[CH2:12][C:11](=[N:13][O:14][CH3:15])[CH2:10][C@H:9]2[C:16]([O:18][CH2:34][CH3:35])=[O:17])=[O:7])=[CH:32][CH:33]=1. Procedure: Following the general method as outlined in Example 11, starting from (2S,4EZ)-1-(tert-butoxycarbonyl)-4-(methoxyimino)-2-pyrrolidinecarboxylic acid, [1,1′-biphenyl]-4-carbonyl chloride, and ethanol, the title compound was isolated as a mixture of two isomers in 87.2% purity by HPLC. Starting materials: N#Cc1c(COc2cccc(Cl)c2)cccc1[N+](=O)[O-], Cl, [K+], [OH-], Cl[Sn]Cl. Product: N#Cc1c(N)cccc1COc1cccc(Cl)c1. Reaction SMILES: [Cl:5][c:6]1[cH:7][c:8]([O:9][CH2:10][c:11]2[c:12]([C:13]#[N:14])[c:15]([N+:19]([O-:20])=[O:21])[cH:16][cH:17][cH:18]2)[cH:22][cH:23][cH:24]1.[ClH:4].[K+:26].[OH-:25].[Sn:1]([Cl:2])[Cl:3]>>[Cl:5][c:6]1[cH:7][c:8]([O:9][CH2:10][c:11]2[c:12]([C:13]#[N:14])[c:15]([NH2:19])[cH:16][cH:17][cH:18]2)[cH:22][cH:23][cH:24]1. Reactants: C(C1=CC=CC=C1)OC=1C=C(C(=C(C1)C1=CC(=C(C=C1)Cl)Cl)O)C=O (5-(benzyloxy)-3′,4′-dichloro-2-hydroxy-[1,1′-biphenyl]-3-carbaldehyde), C(C)(C)(C)N (tert-butylamine). Yields the product Cl.C(C1=CC=CC=C1)OC1=CC(=C(C(=C1)C1=CC(=C(C=C1)Cl)Cl)O)CNC(C)(C)C (5-(Benzyloxy)-3-((tert-butylamino)methyl)-3′,4′-dichloro-[1,1′-biphenyl]-2-ol hydrochloride). As a reaction SMILES: [CH2:1]([O:8][C:9]1[CH:10]=[C:11]([CH:24]=O)[C:12]([OH:23])=[C:13]([C:15]2[CH:20]=[CH:19][C:18]([Cl:21])=[C:17]([Cl:22])[CH:16]=2)[CH:14]=1)[C:2]1[CH:7]=[CH:6][CH:5]=[CH:4][CH:3]=1.[C:26]([NH2:30])([CH3:29])([CH3:28])[CH3:27]>>[ClH:21].[CH2:1]([O:8][C:9]1[CH:14]=[C:13]([C:15]2[CH:20]=[CH:19][C:18]([Cl:21])=[C:17]([Cl:22])[CH:16]=2)[C:12]([OH:23])=[C:11]([CH2:24][NH:30][C:26]([CH3:29])([CH3:28])[CH3:27])[CH:10]=1)[C:2]1[CH:7]=[CH:6][CH:5]=[CH:4][CH:3]=1 |f:2.3|. Procedure details: 5-(Benzyloxy)-3-((tert-butylamino)methyl)-3′,4′-dichloro-[1,1′-biphenyl]-2-ol hydrochloride was prepared as a white solid using the procedure described in Example 9 from 5-(benzyloxy)-3′,4′-dichloro-2-hydroxy-[1,1′-biphenyl]-3-carbaldehyde and tert-butylamine. The product is C(C)OP(OCC)(=O)CCC1=CC=CC=C1 (diethylphenethylphosphonate). Solvent: C(C)(=O)OCC (ethyl acetate), CN(C)C=O (DMF). As a reaction SMILES: [P:1]([O-:8])([O:5][CH2:6][CH3:7])[O:2][CH2:3][CH3:4].[H-].[Na+].[CH2:11](Br)[CH2:12][C:13]1[CH:18]=[CH:17][CH:16]=[CH:15][CH:14]=1>CN(C=O)C.C(OCC)(=O)C>[CH2:3]([O:2][P:1]([CH2:11][CH2:12][C:13]1[CH:18]=[CH:17][CH:16]=[CH:15][CH:14]=1)(=[O:8])[O:5][CH2:6][CH3:7])[CH3:4] |f:1.2|. Reported procedure: Diethyl phosphite (27.64 g, 200 m mole) was dissolved in DMF (200 ml), and to the solution at nitrogen atmosphere while stirring and -15° C., sodium hydride (60% in oil, 9.6 g, 220 m mole) was added. The mixture was stirred for 1 hour at not more than 0° C. To the solution phenethyl bromide (37.0 g, 200 m mole) was dropwise added and further the mixture was stirred overnight at room temperature. The DMF solution was distilled under reduced pressure leaving a residue, and the residue was dissolve... Reaction conditions: temperature -15 celsius. Isolated yield 51.6%. Starting materials: [H-].[Na+] (sodium hydride), P(OCC)(OCC)[O-] (Diethyl phosphite), C(CC1=CC=CC=C1)Br (phenethyl bromide). Procedure details: A stirred solution of methyl 3-hydroxy-4-methoxybenzoate (1.72 g), potassium iodide (0.1 g), and potassium carbonate (1.55 g) in dimethylformamide (50 mL) is treated with 1-chloromethyl-2,2,3,3-tetrafluorocyclobutane (2.0 g), and the solution is stirred at 70°-80° C. for 6 hours. After cooling, the reaction mixture is diluted with water (100 mL) and extracted with ethyl acetate (2×50 mL). The organic extracts are combined, dried over magnesium sulfate and concentrated, to give a golden oil. The ... Solvent: C(C)OCC (diethyl ether), CN(C=O)C (dimethylformamide), O (water). Run at time 6 hour. Product: FC1(C(C=C1OC=1C=C(C(=O)OC)C=CC1OC)=C)F (methyl 3-(4,4-difluoro-3-methylenecyclobut-1-enyloxy)-4-methoxybenzoate). Reaction SMILES: [OH:1][C:2]1[CH:3]=[C:4]([CH:9]=[CH:10][C:11]=1[O:12][CH3:13])[C:5]([O:7][CH3:8])=[O:6].[I-].[K+].C(=O)([O-])[O-].[K+].[K+].Cl[CH2:23][CH:24]1[CH2:27][C:26](F)(F)[C:25]1([F:31])[F:30]>CN(C)C=O.O.C(OCC)C>[F:30][C:25]1([F:31])[C:26]([O:1][C:2]2[CH:3]=[C:4]([CH:9]=[CH:10][C:11]=2[O:12][CH3:13])[C:5]([O:7][CH3:8])=[O:6])=[CH:27][C:24]1=[CH2:23] |f:1.2,3.4.5|. The reactants are OC=1C=C(C(=O)OC)C=CC1OC (methyl 3-hydroxy-4-methoxybenzoate), [I-].[K+] (potassium iodide), C([O-])([O-])=O.[K+].[K+] (potassium carbonate), ClCC1C(C(C1)(F)F)(F)F (1-chloromethyl-2,2,3,3-tetrafluorocyclobutane). Yields the product Brc1ccc(CN2CCC(c3ccccc3)C2)cc1. Reactants: BrCc1ccc(Br)cc1, O=C([O-])[O-], CC#N, [K+], [K+], c1ccc(C2CCNC2)cc1. As a reaction SMILES: [Br:1][c:2]1[cH:3][cH:4][c:5]([CH2:6][Br:7])[cH:8][cH:9]1.[C:21](=[O:22])([O-:23])[O-:24].[CH3:27][C:28]#[N:29].[K+:25].[K+:26].[c:10]1([CH:16]2[CH2:17][NH:18][CH2:19][CH2:20]2)[cH:11][cH:12][cH:13][cH:14][cH:15]1>>[Br:1][c:2]1[cH:3][cH:4][c:5]([CH2:6][N:18]2[CH2:17][CH:16]([c:10]3[cH:11][cH:12][cH:13][cH:14][cH:15]3)[CH2:20][CH2:19]2)[cH:8][cH:9]1. The reactants are ClCCl, CN=C=O, NCC1CCc2ccc(S(=O)(=O)c3cccc(F)c3)cc2O1. The product is CNC(=O)NCC1CCc2ccc(S(=O)(=O)c3cccc(F)c3)cc2O1. RXN SMILES: [CH2:27]([Cl:28])[Cl:29].[CH3:23][N:24]=[C:25]=[O:26].[F:1][c:2]1[cH:3][c:4]([S:8](=[O:9])(=[O:10])[c:11]2[cH:12][cH:13][c:14]3[c:19]([cH:20]2)[O:18][CH:17]([CH2:21][NH2:22])[CH2:16][CH2:15]3)[cH:5][cH:6][cH:7]1>>[F:1][c:2]1[cH:3][c:4]([S:8](=[O:9])(=[O:10])[c:11]2[cH:12][cH:13][c:14]3[c:19]([cH:20]2)[O:18][CH:17]([CH2:21][NH:22][C:25]([NH:24][CH3:23])=[O:26])[CH2:16][CH2:15]3)[cH:5][cH:6][cH:7]1. Starting materials: NCCC1=NC=CC=C1 (2-(2-Aminoethyl)pyridine), COC(=O)C=1C=C(C2=C(S(CC3=C(O2)C(=CC(=C3)NCCCl)Cl)(=O)=O)C1)C (4-Chloro-2-(2-chloro-ethylamino)-6-methyl-10,10-dioxo-10,11-dihydro-5-oxa-10lambda*6*-thia-dibenzo[a,d]cycloheptene-8-carboxylic acid methyl ester). Reagents/catalysts: [I-].C(CCC)[N+](CCCC)(CCCC)CCCC (tetrabutylammonium iodide). Run in CO (methanol). Run at temperature 110 celsius, time 7 hour. The product is COC(=O)C=1C=C(C2=C(S(CC3=C(O2)C(=CC(=C3)NCCNCCC3=NC=CC=C3)Cl)(=O)=O)C1)C (4-Chloro-6-methyl-10,10-dioxo-2-[2-(2-pyridin-2-yl-ethylamino)-ethylamino]-10,11-dihydro-5-oxa-10lambda*6*-thia-dibenzo[a,d]cycloheptene-8-carboxylic acid methyl ester). RXN SMILES: [NH2:1][CH2:2][CH2:3][C:4]1[CH:9]=[CH:8][CH:7]=[CH:6][N:5]=1.[CH3:10][O:11][C:12]([C:14]1[CH:15]=[C:16]([CH3:36])[C:17]2[O:23][C:22]3[C:24]([Cl:32])=[CH:25][C:26]([NH:28][CH2:29][CH2:30]Cl)=[CH:27][C:21]=3[CH2:20][S:19](=[O:34])(=[O:33])[C:18]=2[CH:35]=1)=[O:13]>[I-].C([N+](CCCC)(CCCC)CCCC)CCC.CO>[CH3:10][O:11][C:12]([C:14]1[CH:15]=[C:16]([CH3:36])[C:17]2[O:23][C:22]3[C:24]([Cl:32])=[CH:25][C:26]([NH:28][CH2:29][CH2:30][NH:1][CH2:2][CH2:3][C:4]4[CH:9]=[CH:8][CH:7]=[CH:6][N:5]=4)=[CH:27][C:21]=3[CH2:20][S:19](=[O:33])(=[O:34])[C:18]=2[CH:35]=1)=[O:13] |f:2.3|. Procedure: 2-(2-Aminoethyl)pyridine (8.13 mmol) and tetrabutylammonium iodide (0.010 g, 0.027 mmol) were sequentially added with stirring to a solution of the carboxylic acid of Example 56k (0.7 g, 1.62 mmol) in dry methanol (10 mL). The reaction mixture was stirred at 110° C. for 7 h in an atmosphere of nitrogen. It was concentrated and treated with a methanolic HCl solution (10 mL), refluxed overnight, concentrated, treated water and 10% aqueous sodium bicarbonate solution to pH 7. The solid that precipi... The reactants are FC=1C=C(C=CC1)C1=C2CC(NC2=CC=C1)=O (4-(3-fluoro-phenyl)-1,3-dihydro-indol-2-one), C(C)(=O)N1CCC(CC1)C(=O)N1C2=C(CCCC1)NC(=C2)C=O (4-(1-Acetyl-piperidine-4-carbonyl)-1,4,5,6,7,8-hexahydro-pyrrolo[3,2-b]azepine-2-carbaldehyde). The reagents and catalysts are N1CCCCC1 (piperidine). The solvent is C(C)O (ethanol). The product is C(C)(=O)N1CCC(CC1)C(=O)N1C2=C(CCCC1)NC(=C2)\C=C\2/C(NC1=CC=CC(=C21)C2=CC(=CC=C2)F)=O (3-[1-[4-(1-Acetyl-piperidine-4-carbonyl)-1,4,5,6,7,8-hexahydro-pyrrolo[3,2-b]azepin-2-yl]-meth-(Z)-ylidene]-4-(3-fluoro-phenyl)-1,3-dihydro-indol-2-one). Yield: 53.9%. As a reaction SMILES: [C:1]([N:4]1[CH2:9][CH2:8][CH:7]([C:10]([N:12]2[CH2:18][CH2:17][CH2:16][CH2:15][C:14]3[NH:19][C:20]([CH:22]=O)=[CH:21][C:13]2=3)=[O:11])[CH2:6][CH2:5]1)(=[O:3])[CH3:2].[F:24][C:25]1[CH:26]=[C:27]([C:31]2[CH:39]=[CH:38][CH:37]=[C:36]3[C:32]=2[CH2:33][C:34](=[O:40])[NH:35]3)[CH:28]=[CH:29][CH:30]=1>N1CCCCC1.C(O)C>[C:1]([N:4]1[CH2:5][CH2:6][CH:7]([C:10]([N:12]2[CH2:18][CH2:17][CH2:16][CH2:15][C:14]3[NH:19][C:20](/[CH:22]=[C:33]4\[C:34](=[O:40])[NH:35][C:36]5[C:32]\4=[C:31]([C:27]4[CH:28]=[CH:29][CH:30]=[C:25]([F:24])[CH:26]=4)[CH:39]=[CH:38][CH:37]=5)=[CH:21][C:13]2=3)=[O:11])[CH2:8][CH2:9]1)(=[O:3])[CH3:2]. Procedure details: 4-(1-Acetyl-piperidine-4-carbonyl)-1,4,5,6,7,8-hexahydro-pyrrolo[3,2-b]azepine-2-carbaldehyde (56 mg) was condensed with 4-(3-fluoro-phenyl)-1,3-dihydro-indol-2-one (40 mg) and piperidine (2 drops) in ethanol (1 mL) at rt for overnight. The solvent was concentrated and the residue was purified on a silica gel column to give 50 mg of the title compound as a yellow solid. The reactants are OC1(C(CCC1(C)C)(C)O)C#CC(C)O (4-(1,2-dihydroxy-2,5,5-trimethylcyclopentyl)but-3-yn-2-ol), C1CCOC1 (THF), [H-].[Al+3].[Li+].[H-].[H-].[H-] (lithium aluminum hydride), C1CCOC1 (THF), [OH-].[Na+] (sodium hydroxide). Solvent: O (water), O (water). Reaction conditions: time 15 hour. Product: OC1(C(C(CC1)(C)C)=C=CC(C)O)C (4-(2-hydroxy-2,5,5-trimethylcyclopentylidene)but-3-en-2-ol). Isolated yield 64.9%. Reaction SMILES: C1COCC1.[H-].[Al+3].[Li+].[H-].[H-].[H-].O[C:13]1([C:22]#[C:23][CH:24]([OH:26])[CH3:25])[C:17]([CH3:19])([CH3:18])[CH2:16][CH2:15][C:14]1([OH:21])[CH3:20].[OH-].[Na+]>O>[OH:21][C:14]1([CH3:20])[CH2:15][CH2:16][C:17]([CH3:18])([CH3:19])[C:13]1=[C:22]=[CH:23][CH:24]([OH:26])[CH3:25] |f:1.2.3.4.5.6,8.9|. Procedure: To 15 ml of an anhydrous THF suspension containing 717 mg of lithium aluminum hydride was slowly added 20 ml of an anhydrous THF solution containing 2.0 g of 4-(1,2-dihydroxy-2,5,5-trimethylcyclopentyl)but-3-yn-2-ol under ice-cooling in a nitrogen atmosphere over 10 minutes. After the addition, the mixture was placed under refluxing conditions and stirred for 15 hours. After completion of the reaction, the reaction mixture was cooled, and 0.7 ml of water, 0.7 ml of a 15% sodium hydroxide aqueous...